Dataset: the Open Reaction Database (ORD), a public repository of structured organic reaction records. Task: describe an organic reaction: reactants, conditions, products, and yield The reactants are CC(=O)O[BH-](OC(C)=O)OC(C)=O, O=C([O-])O, OCCNCc1ccccc1, CC#N, CC(=O)O, CC1CCCCN1c1cnc(C=O)c(Cl)n1, [Na+], [Na+]. The product is CC1CCCCN1c1cnc(CN(CCO)Cc2ccccc2)c(Cl)n1. As a reaction SMILES: [C:1]([O:2][BH-:3]([O:4][C:5](=[O:6])[CH3:7])[O:8][C:9](=[O:10])[CH3:11])(=[O:12])[CH3:13].[C:42](=[O:43])([O-:44])[OH:45].[CH2:31]([c:32]1[cH:33][cH:34][cH:35][cH:36][cH:37]1)[NH:38][CH2:39][CH2:40][OH:41].[CH3:47][C:48]#[N:49].[CH3:50][C:51](=[O:52])[OH:53].[Cl:15][c:16]1[c:17]([CH:29]=[O:30])[n:18][cH:19][c:20]([N:22]2[CH:23]([CH3:28])[CH2:24][CH2:25][CH2:26][CH2:27]2)[n:21]1.[Na+:14].[Na+:46]>>[Cl:15][c:16]1[c:17]([CH2:29][N:38]([CH2:31][c:32]2[cH:33][cH:34][cH:35][cH:36][cH:37]2)[CH2:39][CH2:40][OH:41])[n:18][cH:19][c:20]([N:22]2[CH:23]([CH3:28])[CH2:24][CH2:25][CH2:26][CH2:27]2)[n:21]1. The reactants are CO, COC(=O)C1CCCC1=O, Cl, [H][H]. The product is COC(=O)C1CCCC1O. As a reaction SMILES: [CH3:14][OH:15].[CH3:1][O:2][C:3](=[O:4])[CH:5]1[C:6](=[O:10])[CH2:7][CH2:8][CH2:9]1.[ClH:11].[H:12][H:13]>>[CH3:1][O:2][C:3](=[O:4])[CH:5]1[CH:6]([OH:10])[CH2:7][CH2:8][CH2:9]1. Reactants: C(Cl)C1CO1 (epichlorohydrin), C(Cl)C1CO1 (epichlorohydrin), [OH-].[Na+] (NaOH), C(Cl)C1CO1 (epichlorohydrin), O1CCOCC1 (dioxane), O1CCOCC1 (dioxane), C(Cl)C1CO1 (epichlorohydrin), O1CCOCC1 (dioxane). The solvent is O (water), O (water). Product: C(C1CO1)OCC1CO1 (glycidyl ether). Reaction SMILES: [CH2:1]([CH:3]1[O:5][CH2:4]1)Cl.[O:6]1C[CH2:10][O:9][CH2:8][CH2:7]1.[OH-].[Na+]>O>[CH2:1]([O:6][CH2:7][CH:8]1[O:9][CH2:10]1)[CH:3]1[O:5][CH2:4]1 |f:2.3|. Reported procedure: Glycidyl ether of novolak type substituted phenolic resin was produced from the novolak type phenolic resin synthesized in Example 1, using a 1-liter flask equipped with a thermometer, dropping funnel, stirrer, and separating tube with cooler. In the flask were placed 1.0 mol (as phenolic hydroxyl group) of novolak type phenolic resin, 7.0 mols of epichlorohydrin, and 0.4 times (by weight) as much dioxane as epichlorohydrin. Then, 48% NaOH (1.0 mol as NaOH) was added dropwise over 4 hours. Durin... Reactants: C1(CCCC1)N1C2=C(N(C(C(C1)(F)F)=O)C)C=NC(=N2)NC2=C(C=C(C(=O)O)C=C2)OC (4-(9-Cyclopentyl-7,7-difluoro-5-methyl-6-oxo-6,7,8,9-tetrahydro-5H-pyrimido[5,4-b][1,4]diazepin-2-ylamino)-3-methoxybenzoic acid), ClC=1N=CC=2N(C(C(CN(C2N1)C1CCCC1)(F)F)=O)C (2-Chloro-9-cyclopentyl-7,7-difluoro-5-methyl-8,9-dihydro-5H-pyrimido[5,4-b][1,4]diazepin-6(7H)-one), NC1=CC2=C(OCC(N2)=O)C=C1 (6-amino-2H-benzo[b][1,4]oxazin-3(4H)-one). Product: C1(CCCC1)N1C2=C(N(C(C(C1)(F)F)=O)C)C=NC(=N2)NC2=CC1=C(OCC(N1)=O)C=C2 (6-(9-cyclopentyl-7,7-difluoro-5-methyl-6-oxo-6,7,8,9-tetrahydro-5H-pyrimido[4,5-b][1,4]diazepin-2-ylamino)-2H-benzo[b][1,4]oxazin-3(4H)-one). As a reaction SMILES: [CH:1]1([N:6]2[CH2:12][C:11]([F:14])([F:13])[C:10](=[O:15])[N:9]([CH3:16])[C:8]3[CH:17]=[N:18][C:19]([NH:21]C4C=CC(C(O)=O)=CC=4OC)=[N:20][C:7]2=3)[CH2:5][CH2:4][CH2:3][CH2:2]1.ClC1N=CC2N(C)C(=O)C(F)(F)CN(C3CCCC3)C=2N=1.N[C:55]1[CH:65]=[CH:64][C:58]2[O:59][CH2:60][C:61](=[O:63])[NH:62][C:57]=2[CH:56]=1>>[CH:1]1([N:6]2[CH2:12][C:11]([F:13])([F:14])[C:10](=[O:15])[N:9]([CH3:16])[C:8]3[CH:17]=[N:18][C:19]([NH:21][C:55]4[CH:65]=[CH:64][C:58]5[O:59][CH2:60][C:61](=[O:63])[NH:62][C:57]=5[CH:56]=4)=[N:20][C:7]2=3)[CH2:5][CH2:4][CH2:3][CH2:2]1. Reported procedure: The title compound was synthesized using an analogous procedure to that described in connection with 4-(9-Cyclopentyl-7,7-difluoro-5-methyl-6-oxo-6,7,8,9-tetrahydro-5H-pyrimido[5,4-b][1,4]diazepin-2-ylamino)-3-methoxybenzoic acid from 2-Chloro-9-cyclopentyl-7,7-difluoro-5-methyl-8,9-dihydro-5H-pyrimido[5,4-b][1,4]diazepin-6(7H)-one and 6-amino-2H-benzo[b][1,4]oxazin-3(4H)-one. 1H NMR (400 MHz, DMSO-d6) δ ppm 1.48-1.80 (m, 6H) 1.95 (br. s, 2H) 3.40 (s, 3H) 4.01 (t, J=14.15 Hz, 2H) 4.52 (s, 2H) 4.... The reactants are ClCCl, Cc1cc2c(F)c(Oc3ncnn4cc(C(C)(C)O)c(C)c34)ccc2[nH]1, C1CCOC1, OO. Yields the product Cc1cc2c(F)c(Oc3ncnn4cc(O)c(C)c34)ccc2[nH]1. As a reaction SMILES: [Cl:34][CH2:35][Cl:36].[F:8][c:9]1[c:10]2[cH:11][c:12]([CH3:33])[nH:13][c:14]2[cH:15][cH:16][c:17]1[O:18][c:19]1[n:20][cH:21][n:22][n:23]2[c:24]1[c:25]([CH3:32])[c:26]([C:28]([OH:29])([CH3:30])[CH3:31])[cH:27]2.[O:3]1[CH2:4][CH2:5][CH2:6][CH2:7]1.[OH:1][OH:2]>>[OH:3][c:26]1[c:25]([CH3:32])[c:24]2[c:19]([O:18][c:17]3[c:9]([F:8])[c:10]4[cH:11][c:12]([CH3:33])[nH:13][c:14]4[cH:15][cH:16]3)[n:20][cH:21][n:22][n:23]2[cH:27]1.